Dataset: the Open Reaction Database (ORD), a public repository of structured organic reaction records. Task: describe an organic reaction: reactants, conditions, products, and yield Starting materials: FC1=C2C=CC=C(C2=CC=C1O)C(=O)O (5-fluoro-6-hydroxy-1-naphthoic acid), C(=O)([O-])[O-].[Cs+].[Cs+] (Cs2CO3), ClC1=CC=NC2=CC(=C(C=C12)OC)OC (4-chloro-6,7-dimethoxyquinoline). The solvent is CS(=O)C (DMSO). Run at time 10 minute. Product: COC=1C=C2C(=CC=NC2=CC1OC)OC=1C(=C2C=CC=C(C2=CC1)C(=O)O)F (6-(6,7-dimethoxyquinolin-4-yloxy)-5-fluoro-1-naphthoic acid). As a reaction SMILES: [F:1][C:2]1[C:11]([OH:12])=[CH:10][CH:9]=[C:8]2[C:3]=1[CH:4]=[CH:5][CH:6]=[C:7]2[C:13]([OH:15])=[O:14].C([O-])([O-])=O.[Cs+].[Cs+].Cl[C:23]1[C:32]2[C:27](=[CH:28][C:29]([O:35][CH3:36])=[C:30]([O:33][CH3:34])[CH:31]=2)[N:26]=[CH:25][CH:24]=1>CS(C)=O>[CH3:34][O:33][C:30]1[CH:31]=[C:32]2[C:27](=[CH:28][C:29]=1[O:35][CH3:36])[N:26]=[CH:25][CH:24]=[C:23]2[O:12][C:11]1[C:2]([F:1])=[C:3]2[C:8](=[CH:9][CH:10]=1)[C:7]([C:13]([OH:15])=[O:14])=[CH:6][CH:5]=[CH:4]2 |f:1.2.3|. Procedure details: To a solution of 5-fluoro-6-hydroxy-1-naphthoic acid (1 g, 4.87 mmol) in DMSO (5 mL), Cs2CO3 (4.75 g, 14.61 mmol) was added in one portion. The mixture was stirred at RT 10 min. To the suspension, 4-chloro-6,7-dimethoxyquinoline (1.09 g, 4.87 mmol) was added and the mixture heated to 140° C. O/N. The mixture was allowed to cool to RT, pH adjusted to 7 and the resulting solid filtered and rinsed with water. The title compound was obtained as a tan solid. Starting materials: Cc1ccccc1, N#CCCCCl, [H-], [Na+], O, ON=C1CC2CC=CCC2C1. Yields the product N#CCCCON=C1CC2CC=CCC2C1. Reaction SMILES: [CH3:1][c:2]1[cH:3][cH:4][cH:5][cH:6][cH:7]1.[Cl:21][CH2:22][CH2:23][CH2:24][C:25]#[N:26].[H-:19].[Na+:20].[OH2:27].[OH:8][N:9]=[C:10]1[CH2:11][CH:12]2[CH2:13][CH:14]=[CH:15][CH2:16][CH:17]2[CH2:18]1>>[O:8]([N:9]=[C:10]1[CH2:11][CH:12]2[CH2:13][CH:14]=[CH:15][CH2:16][CH:17]2[CH2:18]1)[CH2:22][CH2:23][CH2:24][C:25]#[N:26]. Reactants: N1C(C2(C3=CC=CC=C13)COC1=CC3=C(OCCO3)C=C12)=O (2,3-dihydrospiro[furo[2,3-g][1,4]benzodioxine-8,3′-indol]-2′(1′H)-one), COC1=CC=C(CCl)C=C1 (4-methoxybenzyl chloride), N1C(C2(C3=CC=CC=C13)COC=1C2=CC2=C(OCO2)C1)=O (spiro[furo[2,3-f][1,3]benzodioxole-7,3′-indol]-2′(1′H)-one), FC(C=1C=C(CCl)C=CC1)(F)F (3-(trifluoromethyl)benzyl chloride). The product is FC(C=1C=C(CN2C(C3(C4=CC=CC=C24)COC2=CC4=C(OCCO4)C=C23)=O)C=CC1)(F)F (1′-[3-(trifluoromethyl)benzyl]-2,3-dihydrospiro[furo[2,3-g][1,4]benzodioxine-8,3′-indol]-2′(1′H)-one). RXN SMILES: [NH:1]1[C:9]2[C:4](=[CH:5][CH:6]=[CH:7][CH:8]=2)[C:3]2([C:21]3[C:12](=[CH:13][C:14]4[O:19][CH2:18][CH2:17][O:16][C:15]=4[CH:20]=3)[O:11][CH2:10]2)[C:2]1=[O:22].N1C2C(=CC=CC=2)C2(C3=CC4OCOC=4C=C3OC2)C1=O.[F:44][C:45]([F:55])([F:54])[C:46]1[CH:47]=[C:48]([CH:51]=[CH:52][CH:53]=1)[CH2:49]Cl.COC1C=CC(CCl)=CC=1>>[F:44][C:45]([F:54])([F:55])[C:46]1[CH:47]=[C:48]([CH:51]=[CH:52][CH:53]=1)[CH2:49][N:1]1[C:9]2[C:4](=[CH:5][CH:6]=[CH:7][CH:8]=2)[C:3]2([C:21]3[C:12](=[CH:13][C:14]4[O:19][CH2:18][CH2:17][O:16][C:15]=4[CH:20]=3)[O:11][CH2:10]2)[C:2]1=[O:22]. Procedure details: Following the procedure as described in EXAMPLE 7 and making non-critical variations using 2,3-dihydrospiro[furo[2,3-g][1,4]benzodioxine-8,3′-indol]-2′(1′H)-one to replace spiro[furo[2,3-f][1,3]benzodioxole-7,3′-indol]-2′(1′H)-one, and 3-(trifluoromethyl)benzyl chloride to replace 4-methoxybenzyl chloride, 1′-[3-(trifluoromethyl)benzyl]-2,3-dihydrospiro[furo[2,3-g][1,4]benzodioxine-8,3′-indol]-2′(1′H)-one was obtained (92%) as a colorless solid: mp 131-134° C. (diethyl ether/hexanes); 1H NMR (30...